Dataset: the Open Reaction Database (ORD), a public repository of structured organic reaction records. Task: describe an organic reaction: reactants, conditions, products, and yield The reactants are [BH4-], [BH4-], CC(=O)[O-], CO, COc1cc(Nc2nc3c(s2)CC(=O)CC3c2ccc(F)cc2)ccc1-n1cnc(Cl)c1, Cl, [NH4+], [Na+]. The product is COc1cc(Nc2nc3c(s2)CC(N)CC3c2ccc(F)cc2)ccc1-n1cnc(Cl)c1. As a reaction SMILES: [BH4-:41].[BH4-:6].[CH3:2][C:3](=[O:4])[O-:5].[CH3:42][OH:43].[Cl:8][c:9]1[n:10][cH:11][n:12](-[c:14]2[c:15]([O:38][CH3:39])[cH:16][c:17]([NH:20][c:21]3[s:22][c:23]4[c:24]([n:25]3)[CH:26]([c:31]3[cH:32][cH:33][c:34]([F:37])[cH:35][cH:36]3)[CH2:27][C:28](=[O:30])[CH2:29]4)[cH:18][cH:19]2)[cH:13]1.[ClH:40].[NH4+:1].[Na+:7]>>[NH2:1][CH:28]1[CH2:27][CH:26]([c:31]2[cH:32][cH:33][c:34]([F:37])[cH:35][cH:36]2)[c:24]2[c:23]([s:22][c:21]([NH:20][c:17]3[cH:16][c:15]([O:38][CH3:39])[c:14](-[n:12]4[cH:11][n:10][c:9]([Cl:8])[cH:13]4)[cH:19][cH:18]3)[n:25]2)[CH2:29]1.